From a dataset of the Open Reaction Database (ORD), a public repository of structured organic reaction records. describe an organic reaction: reactants, conditions, products, and yield Reactants: FC(C=1C=CC(=C2C=CC=NC12)C(=O)C1C(C(C(C(C1=O)(C)C)=O)(C)C)=O)F (2-(8-difluoromethylquinolin-5-yl)carbonyl-4,4,6,6-tetramethyl-cyclohexane-1,3,5-trione), C(C(=O)Cl)(=O)Cl (oxalyl chloride). The reagents and catalysts are CN(C=O)C (dimethylformamide). The solvent is ClCCl (dichloromethane). Reaction conditions: temperature 25 celsius, time 17 hour. Product: FC(C=1C=CC(=C2C=CC=NC12)C(=O)C1=C(C(C(C(C1=O)(C)C)=O)(C)C)Cl)F (2-[(8-Difluoromethylquinolin-5-yl)carbonyl]-1-chloro-4,4,6,6-tetramethyl-cyclohex-1-ene-3,5-dione). As a reaction SMILES: [F:1][CH:2]([F:28])[C:3]1[CH:4]=[CH:5][C:6]([C:13]([CH:15]2[C:20](=[O:21])[C:19]([CH3:23])([CH3:22])[C:18](=[O:24])[C:17]([CH3:26])([CH3:25])[C:16]2=O)=[O:14])=[C:7]2[C:12]=1[N:11]=[CH:10][CH:9]=[CH:8]2.C(Cl)(=O)C([Cl:32])=O>ClCCl.CN(C)C=O>[F:1][CH:2]([F:28])[C:3]1[CH:4]=[CH:5][C:6]([C:13]([C:15]2[C:20](=[O:21])[C:19]([CH3:23])([CH3:22])[C:18](=[O:24])[C:17]([CH3:26])([CH3:25])[C:16]=2[Cl:32])=[O:14])=[C:7]2[C:12]=1[N:11]=[CH:10][CH:9]=[CH:8]2. Procedure details: 0.25 g (0.65 mmol) of 2-(8-difluoromethylquinolin-5-yl)carbonyl-4,4,6,6-tetramethyl-cyclohexane-1,3,5-trione was dissolved in 15 ml of dichloromethane and 0.25 g (1.95 mmol) of oxalyl chloride and 7 drops of dimethylformamide were added. The mixture was stirred at 25° C. for 17 hours, after which the solvent was removed. This gave 0.2 g of colorless crystals. Conditions: temperature 10 celsius, time 45 minute. Reaction SMILES: [F:1][CH:2]([F:20])[O:3][C:4]1[CH:9]=[CH:8][CH:7]=[C:6]([CH3:10])[C:5]=1[NH:11][S:12]([C:15]1[N:19]=[CH:18][NH:17][N:16]=1)(=[O:14])=[O:13].C(=O)([O-])[O-].[K+].[K+].[Cl:27][C:28]1[CH:33]=[C:32]([O:34][CH3:35])[N:31]=[C:30](S(C)(=O)=O)[N:29]=1.S(=O)(=O)(O)O>CN(C)C=O>[F:20][CH:2]([F:1])[O:3][C:4]1[CH:9]=[CH:8][CH:7]=[C:6]([CH3:10])[C:5]=1[NH:11][S:12]([C:15]1[N:19]=[CH:18][N:17]([C:30]2[N:29]=[C:28]([Cl:27])[CH:33]=[C:32]([O:34][CH3:35])[N:31]=2)[N:16]=1)(=[O:14])=[O:13] |f:1.2.3|. Reactants: ice water, S(O)(O)(=O)=O (sulphuric acid), FC(OC1=C(C(=CC=C1)C)NS(=O)(=O)C1=NNC=N1)F (N-(2-Difluoromethoxy-6-methylphenyl)-1H-1,2,4-triazole-3-sulphonamide), C([O-])([O-])=O.[K+].[K+] (potassium carbonate), ClC1=NC(=NC(=C1)OC)S(=O)(=O)C (4-chloro-6-methoxy-2-methylsulphonylpyrimidine). The product is FC(OC1=C(C(=CC=C1)C)NS(=O)(=O)C1=NN(C=N1)C1=NC(=CC(=N1)Cl)OC)F (N-(2-Difluoromethoxy-6-methylphenyl)-1-(4-chloro-6-methoxypyrimidin-2-yl)-1H-1,2,4-triazole-3-sulphonamide). Run in CN(C=O)C (dimethylformamide). Procedure: 1.8 g (6 mmol) N-(2-Difluoromethoxy-6-methylphenyl)-1H-1,2,4-triazole-3-sulphonamide in 10 ml dimethylformamide was stirred with 1.68 g (12 mmol) potassium carbonate for 10 minutes at 50° C. It was then cooled to 10° C. and treated with 1.33 g (6 mmol) 4-chloro-6-methoxy-2-methylsulphonylpyrimidine and the mixture stirred for 45 minutes at 10° C. It was then added to ice-water, acidified to pH 4 with sulphuric acid and the solid collected and purified by silica gel chromatography using a mixture...